This data is from the Open Reaction Database (ORD), a public repository of structured organic reaction records. The task is: describe an organic reaction: reactants, conditions, products, and yield Starting materials: C(C1=CC=CC=C1)OC=1C(C=C(OC1C=O)CNS(=O)(=O)C1=CC(=CC=C1)Cl)=O (N-(5-Benzyloxy-6-formyl-4-oxo-4H-pyran-2-ylmethyl)-3-chloro-benzenesulfonamide), C1(=CC=CC=C1)S(=O)(=O)C(C1=CC(C(=C(O1)C(=O)O)OCC1=CC=CC=C1)=O)N (6-(benzene sulfonyl amino-methyl)-3-benzyloxy-4-oxo-4H-pyran-2-carboxylic acid). Yields the product C(C1=CC=CC=C1)OC1=C(OC(=CC1=O)CNS(=O)(=O)C1=CC(=CC=C1)Cl)C(=O)O (3-Benzyloxy-6-[(3-chloro-benzenesulfonylamino)-methyl]-4-oxo-4H-pyran-2-carboxylic acid). Isolated yield 89.2%. RXN SMILES: [CH2:1]([O:8][C:9]1[C:10](=[O:29])[CH:11]=[C:12]([CH2:17][NH:18][S:19]([C:22]2[CH:27]=[CH:26][CH:25]=[C:24]([Cl:28])[CH:23]=2)(=[O:21])=[O:20])[O:13][C:14]=1[CH:15]=[O:16])[C:2]1[CH:7]=[CH:6][CH:5]=[CH:4][CH:3]=1.C1(S(C(N)C2OC(C(O)=O)=C(OCC3C=CC=CC=3)C(=O)C=2)(=O)=[O:37])C=CC=CC=1>>[CH2:1]([O:8][C:9]1[C:10](=[O:29])[CH:11]=[C:12]([CH2:17][NH:18][S:19]([C:22]2[CH:27]=[CH:26][CH:25]=[C:24]([Cl:28])[CH:23]=2)(=[O:21])=[O:20])[O:13][C:14]=1[C:15]([OH:37])=[O:16])[C:2]1[CH:7]=[CH:6][CH:5]=[CH:4][CH:3]=1. Procedure details: 3-Benzyloxy-6-[(3-chloro-benzenesulfonylamino)-methyl]-4-oxo-4H-pyran-2-carboxylic acid (12-05) (2.04 g, 89.25%) was synthesized as a white solid from N-(5-benzyloxy-6-formyl-4-oxo-4H-pyran-2-ylmethyl)-3-chloro-benzenesulfonamide (11-05) (2.2 g, 5.08 mmol) following the procedure described for 6-(benzenesulfonylamino-methyl)-3-benzyloxy-4-oxo-4H-pyran-2-carboxylic acid (12-01). The reactants are Cc1oc(-c2ccccc2)nc1COc1ccc(CON)cc1, CC(=O)O, CC(=O)[O-], CCO, [Na+], O=C1CC(C(=O)O)c2ccccc21, O. Product: Cc1oc(-c2ccccc2)nc1COc1ccc(CON=C2CC(C(=O)O)c3ccccc32)cc1. As a reaction SMILES: [CH3:1][c:2]1[c:3]([CH2:13][O:14][c:15]2[cH:16][cH:17][c:18]([CH2:19][O:20][NH2:21])[cH:22][cH:23]2)[n:4][c:5](-[c:7]2[cH:8][cH:9][cH:10][cH:11][cH:12]2)[o:6]1.[CH3:37][C:38](=[O:39])[OH:40].[CH3:42][C:43](=[O:44])[O-:45].[CH3:47][CH2:48][OH:49].[Na+:41].[O:24]=[C:25]1[CH2:26][CH:27]([C:34](=[O:35])[OH:36])[c:28]2[cH:29][cH:30][cH:31][cH:32][c:33]21.[OH2:46]>>[CH3:1][c:2]1[c:3]([CH2:13][O:14][c:15]2[cH:16][cH:17][c:18]([CH2:19][O:20][N:21]=[C:25]3[CH2:26][CH:27]([C:34](=[O:35])[OH:36])[c:28]4[cH:29][cH:30][cH:31][cH:32][c:33]43)[cH:22][cH:23]2)[n:4][c:5](-[c:7]2[cH:8][cH:9][cH:10][cH:11][cH:12]2)[o:6]1. The reactants are CC1C(=NNC(S1)=O)C=1C=C2C(C(NC2=CC1)=O)=NC1=CC=CC=C1 (1,3-dihydro-5-(3,6-dihydro-6-methyl-2-oxo -2H-1,3,4-thiadiazin-5-yl)-3-phenylimino-2H-indol-2-one), Cl.Cl.C(C1=CC=CC=C1)NN (benzylhydrazine dihydrochloride). Product: C1(=CC=CC=C1)CNN=C1C(NC2=CC=C(C=C12)C1=NNC(SC1C)=O)=O (5-(3,6-Dihydro-6-methyl-2-oxo-2H-1,3,4-thiadiazin-5-yl) -1H-indole-2,3-dione 3-[(phenylmethyl)hydrazone]). Isolated yield 24.0%. RXN SMILES: [CH3:1][CH:2]1[S:7][C:6](=[O:8])[NH:5][N:4]=[C:3]1[C:9]1[CH:10]=[C:11]2[C:15](=[CH:16][CH:17]=1)[NH:14][C:13](=[O:18])[C:12]2=[N:19]C1C=CC=CC=1.Cl.Cl.[CH2:28]([NH:35]N)[C:29]1[CH:34]=[CH:33][CH:32]=[CH:31][CH:30]=1>>[C:29]1([CH2:28][NH:35][N:19]=[C:12]2[C:11]3[C:15](=[CH:16][CH:17]=[C:9]([C:3]4[CH:2]([CH3:1])[S:7][C:6](=[O:8])[NH:5][N:4]=4)[CH:10]=3)[NH:14][C:13]2=[O:18])[CH:34]=[CH:33][CH:32]=[CH:31][CH:30]=1 |f:1.2.3|. Procedure details: Starting from 1,3-dihydro-5-(3,6-dihydro-6-methyl-2-oxo -2H-1,3,4-thiadiazin-5-yl)-3-phenylimino-2H-indol-2-one, and benzylhydrazine dihydrochloride and following the method described in Example 21, the desired compound was obtained. The reactants are CC(=O)[O-], CO, O=C1CCN(CCn2c(-c3ccccc3)nc3c(Cl)nc4ccccc4c32)CC1, Cl, NO, [Na+]. Product: ON=C1CCN(CCn2c(-c3ccccc3)nc3c(Cl)nc4ccccc4c32)CC1. RXN SMILES: [CH3:34][C:35](=[O:36])[O-:37].[CH3:38][OH:39].[Cl:1][c:2]1[n:3][c:4]2[cH:5][cH:6][cH:7][cH:8][c:9]2[c:10]2[c:11]1[n:12][c:13](-[c:24]1[cH:25][cH:26][cH:27][cH:28][cH:29]1)[n:14]2[CH2:15][CH2:16][N:17]1[CH2:18][CH2:19][C:20](=[O:23])[CH2:21][CH2:22]1.[ClH:30].[NH2:31][OH:32].[Na+:33]>>[Cl:1][c:2]1[n:3][c:4]2[cH:5][cH:6][cH:7][cH:8][c:9]2[c:10]2[c:11]1[n:12][c:13](-[c:24]1[cH:25][cH:26][cH:27][cH:28][cH:29]1)[n:14]2[CH2:15][CH2:16][N:17]1[CH2:18][CH2:19][C:20](=[N:31][OH:32])[CH2:21][CH2:22]1. As a reaction SMILES: [C:1]([CH3:2])([CH3:3])([CH3:4])[O:5][C:6](=[O:7])[N:8]1[CH2:9][CH:10]([C:28](=[O:29])[OH:30])[N:11]([S:14](=[O:15])(=[O:16])[c:17]2[cH:18][cH:19][c:20]([O:23][C:24]([F:25])([F:26])[F:27])[cH:21][cH:22]2)[CH2:12][CH2:13]1.[CH2:43]([N:44]=[C:45]=[N:46][CH2:47][CH2:48][CH2:49][N:50]([CH3:51])[CH3:52])[CH3:53].[CH3:67][N:68]([CH3:69])[CH:70]=[O:71].[ClH:42].[F:54][CH:55]([O:56][c:57]1[c:58]([F:65])[cH:59][c:60]([CH2:61][NH2:62])[cH:63][cH:64]1)[F:66].[OH2:31].[OH:32][n:33]1[c:34]2[cH:35][cH:36][cH:37][cH:38][c:39]2[n:40][n:41]1>>[C:1]([CH3:2])([CH3:3])([CH3:4])[O:5][C:6](=[O:7])[N:8]1[CH2:9][CH:10]([C:28](=[O:29])[NH:62][CH2:61][c:60]2[cH:59][c:58]([F:65])[c:57]([O:56][CH:55]([F:54])[F:66])[cH:64][cH:63]2)[N:11]([S:14](=[O:15])(=[O:16])[c:17]2[cH:18][cH:19][c:20]([O:23][C:24]([F:25])([F:26])[F:27])[cH:21][cH:22]2)[CH2:12][CH2:13]1. Yields the product CC(C)(C)OC(=O)N1CCN(S(=O)(=O)c2ccc(OC(F)(F)F)cc2)C(C(=O)NCc2ccc(OC(F)F)c(F)c2)C1. The reactants are CC(C)(C)OC(=O)N1CCN(S(=O)(=O)c2ccc(OC(F)(F)F)cc2)C(C(=O)O)C1, CCN=C=NCCCN(C)C, CN(C)C=O, Cl, NCc1ccc(OC(F)F)c(F)c1, O, On1nnc2ccccc21. Starting materials: ClCCl (dichloromethane), ClCCN1N=C(C=CC1=O)C1=CC=CC=C1 (2-(2-chloroethyl)-6-phenyl-3(2H)-pyridazinone), C1(=CC=CC2=CC=CC=C12)N1CCNCC1 (1-naphthylpiperazine), C(=O)([O-])[O-].[K+].[K+] (K2CO3). Solvent: C(C)#N (acetonitrile), O (water). Yields the product C1(=CC=CC2=CC=CC=C12)N1CCN(CC1)CCN1N=C(C=CC1=O)C1=CC=CC=C1 (2-[2-(4-naphthylpiperazine-1-yl)-ethyl]-6-phenyl-3(2H)-pyridazinone). Yield: 68.2%. As a reaction SMILES: Cl[CH2:2][CH2:3][N:4]1[C:9](=[O:10])[CH:8]=[CH:7][C:6]([C:11]2[CH:16]=[CH:15][CH:14]=[CH:13][CH:12]=2)=[N:5]1.[C:17]1([N:27]2[CH2:32][CH2:31][NH:30][CH2:29][CH2:28]2)[C:26]2[C:21](=[CH:22][CH:23]=[CH:24][CH:25]=2)[CH:20]=[CH:19][CH:18]=1.C([O-])([O-])=O.[K+].[K+].ClCCl>C(#N)C.O>[C:17]1([N:27]2[CH2:32][CH2:31][N:30]([CH2:2][CH2:3][N:4]3[C:9](=[O:10])[CH:8]=[CH:7][C:6]([C:11]4[CH:16]=[CH:15][CH:14]=[CH:13][CH:12]=4)=[N:5]3)[CH2:29][CH2:28]2)[C:26]2[C:21](=[CH:22][CH:23]=[CH:24][CH:25]=2)[CH:20]=[CH:19][CH:18]=1 |f:2.3.4|. Procedure details: A mixture of 2-(2-chloroethyl)-6-phenyl-3(2H)-pyridazinone (1.9 g, 7.5 mmol), 1-naphthylpiperazine (1.7 g, 8 mmol), K2CO3 (1.12 g, 8 mmol) and KI (10 mg) in acetonitrile (50 mL) was refluxed for 7 hours. When heating, was over, the solvent was eliminated at reduced pressure and distributed between dichloromethane and water; the aqueous phase was extracted with dichloromethane (twice). The organic extracts were collected, dried over anhydrous Na2SO4 and concentrated to dryness. The obtained resid... Reactants: [N+](=O)([O-])C1=C2C(C(=O)OC2=O)=CC=C1 (3-nitrophthalic anhydride), NCCC(=O)O (β-alanine). Yields the product [N+](=O)([O-])C1=C2C(C(=O)N(C2=O)CCC(=O)O)=CC=C1 (3-nitro-N-(2-carboxyethyl)phthalimide). The yield is 80.1%. Reaction SMILES: [N+:1]([C:4]1[CH:14]=[CH:13][CH:12]=[C:6]2[C:7]([O:9][C:10](=[O:11])[C:5]=12)=O)([O-:3])=[O:2].[NH2:15][CH2:16][CH2:17][C:18]([OH:20])=[O:19]>>[N+:1]([C:4]1[CH:14]=[CH:13][CH:12]=[C:6]2[C:7]([N:15]([CH2:16][CH2:17][C:18]([OH:20])=[O:19])[C:10](=[O:11])[C:5]=12)=[O:9])([O-:3])=[O:2]. Procedure: 3-nitrophthalic anhydride (0.5 g, 0.0026 mol) and β-alanine (0.23 g, 0.0026 mol) were refluxed as above overnight. The clear solution was purified as per 120 to yield 0.55 g (80%) 121 as a pale yellow powder: mp=146–148° C.; Rf 0.73 (A): Rf 0.87 (C): Rf 0.57 (D): 1H NMR (DMSO-d6) δ 2.60 (t, J=7.4 Hz, 2H), 3.78 (t, J=7.4 Hz, 2H), 8.07 (dd, J=7.5, 8.0 Hz, 1H), 8.16 (d, J=7.5 Hz, 1H), 8.27 (d, J=8.0, 1H); IR (cm−1): 2800–3200 (OH), 3097 (C═CH), 2620 (C—H), 1781 (C═O), 1725 (bs, C═O), 1617 (C═C), 15...